From a dataset of the Open Reaction Database (ORD), a public repository of structured organic reaction records. describe an organic reaction: reactants, conditions, products, and yield Reactants: ClC1=CC=C(C=C1)C(=C(C=CC1=CC(=C(C=C1)F)OC1=CC=CC=C1)F)C1CC1 (1-(p-chlorophenyl)-1-cyclopropyl-2-fluoro-4-(4-fluoro-3-phenoxyphenyl)-1,3-butadiene), [Mg] (magnesium). Run in CO.O1CCCC1 (methanol tetrahydrofuran). Conditions: time 4 hour. Product: ethyl acetate hexanes, ClC1=CC=C(C=C1)C(C(=CCC1=CC(=C(C=C1)F)OC1=CC=CC=C1)F)C1CC1 (1-[1-(p-Chlorophenyl)-2-fluoro-4-(4-fluoro-3-phenoxyphenyl)-2-butenyl]cyclopropane). Yield: 81.4%. Reaction SMILES: [Cl:1][C:2]1[CH:7]=[CH:6][C:5]([C:8]([CH:27]2[CH2:29][CH2:28]2)=[C:9]([F:26])[CH:10]=[CH:11][C:12]2[CH:17]=[CH:16][C:15]([F:18])=[C:14]([O:19][C:20]3[CH:25]=[CH:24][CH:23]=[CH:22][CH:21]=3)[CH:13]=2)=[CH:4][CH:3]=1.[Mg]>CO.O1CCCC1>[Cl:1][C:2]1[CH:7]=[CH:6][C:5]([CH:8]([CH:27]2[CH2:29][CH2:28]2)[C:9]([F:26])=[CH:10][CH2:11][C:12]2[CH:17]=[CH:16][C:15]([F:18])=[C:14]([O:19][C:20]3[CH:25]=[CH:24][CH:23]=[CH:22][CH:21]=3)[CH:13]=2)=[CH:4][CH:3]=1 |f:2.3|. Reported procedure: A solution of 1-(p-chlorophenyl)-1-cyclopropyl-2-fluoro-4-(4-fluoro-3-phenoxyphenyl)-1,3-butadiene (26 g, 0.064 mol) in a methanol/tetrahydrofuran solution (15:1) is treated with magnesium turnings (7.72 g, 0.317 mol), stirred at room temperature for 4 hours, quenched with hydrochloric acid, and extracted with ethyl acetate. The organic extracts are combined, washed sequentially with water, 2N hydrochloric acid and water, dried over anhydrous sodium sulfate, and concentrated in vacuo to obtain a... The reactants are COc1ccc([N+](=O)[O-])cc1N(C)C1CCN(C(=O)OC(C)(C)C)CC1, CC(C)O. The product is COc1ccc([N+](=O)[O-])cc1N(C)C1CCNCC1. As a reaction SMILES: [CH3:1][O:2][c:3]1[c:4]([N:12]([CH:13]2[CH2:14][CH2:15][N:16]([C:19]([O:20][C:21]([CH3:22])([CH3:23])[CH3:24])=[O:25])[CH2:17][CH2:18]2)[CH3:26])[cH:5][c:6]([N+:9](=[O:10])[O-:11])[cH:7][cH:8]1.[CH:27]([OH:28])([CH3:29])[CH3:30]>>[CH3:1][O:2][c:3]1[c:4]([N:12]([CH:13]2[CH2:14][CH2:15][NH:16][CH2:17][CH2:18]2)[CH3:26])[cH:5][c:6]([N+:9](=[O:10])[O-:11])[cH:7][cH:8]1. Starting materials: CC1CCN(Cc2ccccc2)CC1N(C)c1ncnc2[nH]ccc12, CC(=O)O, CC(C)O, [H][H], [OH-], [OH-], O, [Pd+2]. Yields the product CC1CCNCC1N(C)c1ncnc2[nH]ccc12. As a reaction SMILES: [CH2:5]([c:6]1[cH:7][cH:8][cH:9][cH:10][cH:11]1)[N:12]1[CH2:13][CH:14]([N:19]([c:20]2[c:21]3[c:22]([n:23][cH:24][n:25]2)[nH:26][cH:27][cH:28]3)[CH3:29])[CH:15]([CH3:18])[CH2:16][CH2:17]1.[CH3:1][C:2](=[O:3])[OH:4].[CH:33]([OH:34])([CH3:35])[CH3:36].[H:30][H:31].[OH-:37].[OH-:39].[OH2:32].[Pd+2:38]>>[NH:12]1[CH2:13][CH:14]([N:19]([c:20]2[c:21]3[c:22]([n:23][cH:24][n:25]2)[nH:26][cH:27][cH:28]3)[CH3:29])[CH:15]([CH3:18])[CH2:16][CH2:17]1. Reactants: ClCCl, CC(C)OC(=O)N=NC(=O)OC(C)C, CC(C)(C)OC(=O)N1C(C)(C)OCC1(C)C(=O)NCC(=O)c1ccc(O)c(C(F)(F)F)c1, OCCCCCCc1ccccc1, c1ccc(P(c2ccccc2)c2ccccc2)cc1. The product is CC(C)(C)OC(=O)N1C(C)(C)OCC1(C)C(=O)NCC(=O)c1ccc(OCCCCCCc2ccccc2)c(C(F)(F)F)c1. RXN SMILES: [Cl:79][CH2:80][Cl:81].[O:65]=[C:66]([O:67][CH:68]([CH3:69])[CH3:70])[N:71]=[N:72][C:73]([O:74][CH:75]([CH3:76])[CH3:77])=[O:78].[OH:1][c:2]1[c:3]([C:29]([F:30])([F:31])[F:32])[cH:4][c:5]([C:8]([CH2:9][NH:10][C:11](=[O:12])[C:13]2([CH3:27])[N:14]([C:20](=[O:21])[O:22][C:23]([CH3:24])([CH3:25])[CH3:26])[C:15]([CH3:18])([CH3:19])[O:16][CH2:17]2)=[O:28])[cH:6][cH:7]1.[c:33]1([CH2:39][CH2:40][CH2:41][CH2:42][CH2:43][CH2:44][OH:45])[cH:34][cH:35][cH:36][cH:37][cH:38]1.[c:46]1([P:47]([c:48]2[cH:49][cH:50][cH:51][cH:52][cH:53]2)[c:54]2[cH:55][cH:56][cH:57][cH:58][cH:59]2)[cH:60][cH:61][cH:62][cH:63][cH:64]1>>[O:1]([c:2]1[c:3]([C:29]([F:30])([F:31])[F:32])[cH:4][c:5]([C:8]([CH2:9][NH:10][C:11](=[O:12])[C:13]2([CH3:27])[N:14]([C:20](=[O:21])[O:22][C:23]([CH3:24])([CH3:25])[CH3:26])[C:15]([CH3:18])([CH3:19])[O:16][CH2:17]2)=[O:28])[cH:6][cH:7]1)[CH2:44][CH2:43][CH2:42][CH2:41][CH2:40][CH2:39][c:33]1[cH:34][cH:35][cH:36][cH:37][cH:38]1. Reactants: O=S(Cl)Cl, O=C(O)c1cccc2sc3ccccc3c(=O)c12. Yields the product [Cl-], O=C(O)c1cccc2sc3ccccc3c(=O)c12. As a reaction SMILES: [S:19]([Cl:20])([Cl:21])=[O:22].[c:1]1([C:16](=[O:17])[OH:18])[cH:2][cH:3][cH:4][c:5]2[s:6][c:7]3[cH:8][cH:9][cH:10][cH:11][c:12]3[c:13](=[O:15])[c:14]12>>[Cl-:21].[c:1]1([C:16](=[O:17])[OH:18])[cH:2][cH:3][cH:4][c:5]2[s:6][c:7]3[cH:8][cH:9][cH:10][cH:11][c:12]3[c:13](=[O:15])[c:14]12. Starting materials: CC=1C(=NC=C(C1)[N+](=O)[O-])OC1=CC(=CC=C1)CCC (3-methyl-5-nitro-2-{[3-(2-methylethyl)phenyl]oxy}-pyridine), CC=1C(=NC=C(C1)[N+](=O)[O-])OC1=CC(=CC=C1)CCC (3-methyl-5-nitro-2-{[3-(2-methylethyl)phenyl]oxy}-pyridine), CCOC(=O)C (EtOAc). Solvent: CO (MeOH). The product is NC=1C=C(C(=NC1)OC1=CC(=CC=C1)CCC)C (5-amino-3-methyl-2-{[3-(2-methylethyl)phenyl]oxy}-pyridine). The yield is 80.1%. RXN SMILES: [CH3:1][C:2]1[C:3]([O:11][C:12]2[CH:17]=[CH:16][CH:15]=[C:14]([CH2:18][CH2:19][CH3:20])[CH:13]=2)=[N:4][CH:5]=[C:6]([N+:8]([O-])=O)[CH:7]=1.CCOC(C)=O>CO>[NH2:8][C:6]1[CH:7]=[C:2]([CH3:1])[C:3]([O:11][C:12]2[CH:17]=[CH:16][CH:15]=[C:14]([CH2:18][CH2:19][CH3:20])[CH:13]=2)=[N:4][CH:5]=1. Procedure details: To a solution of 3-methyl-5-nitro-2-{[3-(2-methylethyl)phenyl]oxy}-pyridine (Intermediate 24, 279 mg, 1.03 mmol) in MeOH (20 mL) and EtOAc (20 mL) Pd/C (10%, 28 mg, 0.1 wet. e.q.) was added and the flask was evacuated and backfilled with H2. The resulting mixture was stirred at r. t. under H2 atmosphere overnight and filtered through a pad of Celite. The filtrate was concentrated in vacuo to afford the title compound (200 mg) as a grey solid. Starting materials: C(C)(=O)OCCOC1=CC=C(C=C1)C=1NC(=C(N1)C(=O)NC=1SC=CN1)C1=CC=C(C=C1)F (2-(4-(2-Acetoxyethyloxy)phenyl)-5-(4-fluorophenyl)-N-(2-thiazolyl)imidazole-4-carboxamide), [OH-].[Na+] (sodium hydroxide). Yields the product FC1=CC=C(C=C1)C1=C(N=C(N1)C1=CC=C(C=C1)OCCO)C(=O)NC=1SC=CN1 (5-(4-fluorophenyl)-2-(4-(2-hydroxyethyloxy)-phenyl)-N-(2-thiazolyl)imidazole-4-carboxamide). RXN SMILES: C([O:4][CH2:5][CH2:6][O:7][C:8]1[CH:13]=[CH:12][C:11]([C:14]2[NH:15][C:16]([C:27]3[CH:32]=[CH:31][C:30]([F:33])=[CH:29][CH:28]=3)=[C:17]([C:19]([NH:21][C:22]3[S:23][CH:24]=[CH:25][N:26]=3)=[O:20])[N:18]=2)=[CH:10][CH:9]=1)(=O)C.[OH-].[Na+]>>[F:33][C:30]1[CH:29]=[CH:28][C:27]([C:16]2[NH:15][C:14]([C:11]3[CH:10]=[CH:9][C:8]([O:7][CH2:6][CH2:5][OH:4])=[CH:13][CH:12]=3)=[N:18][C:17]=2[C:19]([NH:21][C:22]2[S:23][CH:24]=[CH:25][N:26]=2)=[O:20])=[CH:32][CH:31]=1 |f:1.2|. Procedure details: 2-(4-(2-Acetoxyethyloxy)phenyl)-5-(4-fluorophenyl)-N-(2-thiazolyl)imidazole-4-carboxamide is hydrolyzed with sodium hydroxide to give 5-(4-fluorophenyl)-2-(4-(2-hydroxyethyloxy)-phenyl)-N-(2-thiazolyl)imidazole-4-carboxamide.